Dataset: the Open Reaction Database (ORD), a public repository of structured organic reaction records. Task: describe an organic reaction: reactants, conditions, products, and yield Starting materials: C(C)NC(=O)C1C(C(C(C1)N1N=NC2=C1N=C(N=C2NC2C(C2)C2=CC=CC=C2)SCCC)O)O (N-Ethyl-2,3-dihydroxy-4-[7-[(2-phenylcyclopropyl)amino]-5-(propylthio)-3H-1,2,3-triazolo[4,5-d]pyrimidin-3-yl]-cyclopentanecarboxamide), O1COC2=C1C=CC(=C2)CN (2H-1,3-benzodioxol-5-ylmethylamine). The product is O1COC2=C1C=CC(=C2)CNC(=O)C2C(C(C(C2)N2N=NC1=C2N=C(N=C1NC1C(C1)C1=CC=CC=C1)SCCC)O)O (N-(2H-1,3-Benzodioxol-5-ylmethyl)-2,3-dihydroxy-4-[7-[(2-phenylcyclopropyl)amino]-5-(propylthio)-3H-1,2,3-triazolo[4,5-d]pyrimidin-3-yl]-cyclopentanecarboxamide). As a reaction SMILES: [CH2:1]([NH:3][C:4]([CH:6]1[CH2:10][CH:9]([N:11]2[C:15]3[N:16]=[C:17]([S:30][CH2:31][CH2:32][CH3:33])[N:18]=[C:19]([NH:20][CH:21]4[CH2:23][CH:22]4[C:24]4[CH:29]=[CH:28][CH:27]=[CH:26][CH:25]=4)[C:14]=3[N:13]=[N:12]2)[CH:8]([OH:34])[CH:7]1[OH:35])=[O:5])[CH3:2].[O:36]1[C:40]2[CH:41]=[CH:42]C(CN)=[CH:44][C:39]=2[O:38][CH2:37]1>>[O:36]1[C:40]2[CH:41]=[CH:42][C:2]([CH2:1][NH:3][C:4]([CH:6]3[CH2:10][CH:9]([N:11]4[C:15]5[N:16]=[C:17]([S:30][CH2:31][CH2:32][CH3:33])[N:18]=[C:19]([NH:20][CH:21]6[CH2:23][CH:22]6[C:24]6[CH:25]=[CH:26][CH:27]=[CH:28][CH:29]=6)[C:14]=5[N:13]=[N:12]4)[CH:8]([OH:34])[CH:7]3[OH:35])=[O:5])=[CH:44][C:39]=2[O:38][CH2:37]1. Procedure: The subtitle compound was prepared according to the method of example 39 step a) using the product of example 1, step c) and 2H-1,3-benzodioxol-5-ylmethylamine. The reagents and catalysts are [Pd] (palladium on charcoal). The solvent is C(C)O (ethyl alcohol). Conditions: time 4 hour. Procedure details: 1-(3',4'-Dihydroxyphenyl)-3-methylguanidine hydrochloride is prepared from a mixture of 28 gm (0.07 mole) of the 1-(3',4'-dibenzyloxyphenyl)-3-methylguanidine hydrochloride (prepared in Example I), 1.0 gm of 5 percent palladium on charcoal, and 250 ml of ethyl alcohol. The mixture was shaken under an initial hydrogen pressure of 50 psi and, after 4 hours of agitation, the reaction mixture was filtered and the filtrate evaporated to a thick residue which solidified after standing 2 hours. This so... The reactants are Cl.C(C1=CC=CC=C1)OC=1C=C(C=CC1OCC1=CC=CC=C1)NC(=N)NC (1-(3',4'-Dibenzyloxyphenyl)-3-methylguanidine hydrochloride). The product is Cl.OC=1C=C(C=CC1O)NC(=N)NC (1-(3',4'-Dihydroxyphenyl)-3-methylguanidine hydrochloride). Reaction SMILES: [ClH:1].C([O:9][C:10]1[CH:11]=[C:12]([NH:24][C:25]([NH:27][CH3:28])=[NH:26])[CH:13]=[CH:14][C:15]=1[O:16]CC1C=CC=CC=1)C1C=CC=CC=1>[Pd].C(O)C>[ClH:1].[OH:9][C:10]1[CH:11]=[C:12]([NH:24][C:25]([NH:27][CH3:28])=[NH:26])[CH:13]=[CH:14][C:15]=1[OH:16] |f:0.1,4.5|. Starting materials: NCC1=CC=C(C=C1)C(=O)O (4-(aminomethyl)phenylcarboxylic acid), CC1=CC=C(C=C1)S(=O)(=O)Cl (4-methylbenzene-1-sulfonylchloride), FC1=CC=C(CBr)C=C1 (4-fluorobenzyl bromide). Product: FC1=CC=C(CN(S(=O)(=O)C2=CC=C(C=C2)C)CC2=CC=C(C(=O)O)C=C2)C=C1 (4-((N-(4-fluorobenzyl)-4-methylphenylsulfonamido)methyl)benzoic acid). As a reaction SMILES: [NH2:1][CH2:2][C:3]1[CH:8]=[CH:7][C:6]([C:9]([OH:11])=[O:10])=[CH:5][CH:4]=1.[CH3:12][C:13]1[CH:18]=[CH:17][C:16]([S:19](Cl)(=[O:21])=[O:20])=[CH:15][CH:14]=1.[F:23][C:24]1[CH:31]=[CH:30][C:27]([CH2:28]Br)=[CH:26][CH:25]=1>>[F:23][C:24]1[CH:31]=[CH:30][C:27]([CH2:28][N:1]([CH2:2][C:3]2[CH:4]=[CH:5][C:6]([C:9]([OH:11])=[O:10])=[CH:7][CH:8]=2)[S:19]([C:16]2[CH:17]=[CH:18][C:13]([CH3:12])=[CH:14][CH:15]=2)(=[O:21])=[O:20])=[CH:26][CH:25]=1. Procedure: Prepared as in example 5-11 from 4-(aminomethyl)phenylcarboxylic acid, 4-methylbenzene-1-sulfonylchloride and 4-fluorobenzyl bromide. 1H NMR (400 MHz, DMSO-d6): δ, ppm: 3.11 (s, 3H), 4.21 (s, 2H), 4.24 (s, 2H), 6.94-7.08 (m, 6H), 7.40-7.42 (d, 2H, J=8 Hz), 7.63 (d, 2H, J=8 Hz). 7.73 (d, 2H, J=8 Hz) The reactants are C(C=C)OC(=O)NC(C(=O)O)O (N-allyloxycarbonyl-α-hydroxyglycine), C(C)(=O)OCC (ethyl acetate), S1C2=C(C=C1)C=CC=C2 (benzo[b]thiophene), FC(C(=O)O)(F)F (trifluoroacetic acid). Run in O (water). Yields the product C(C=C)OC(=O)N(CC(=O)O)C1=CSC2=C1C=CC=C2 (N-allyloxycarbonyl-(3-benzothienyl)glycine). Yield: 88.0%. RXN SMILES: [CH2:1]([O:4][C:5]([NH:7][CH:8](O)[C:9]([OH:11])=[O:10])=[O:6])[CH:2]=[CH2:3].[S:13]1[CH:17]=[CH:16][C:15]2[CH:18]=[CH:19][CH:20]=[CH:21][C:14]1=2.FC(F)(F)C(O)=O.C(OCC)(=O)C>O>[CH2:1]([O:4][C:5]([N:7]([C:16]1[C:15]2[CH:18]=[CH:19][CH:20]=[CH:21][C:14]=2[S:13][CH:17]=1)[CH2:8][C:9]([OH:11])=[O:10])=[O:6])[CH:2]=[CH2:3]. Procedure details: A solution of 5.15 g. (29.4 mM) of DL N-allyloxycarbonyl-α-hydroxyglycine and 3.95 g. (29.4 mM) of benzo[b]thiophene in 40 ml. of trifluoroacetic acid was stirred at 22.5° C. for eighteen hours. The reaction mixture was then concentrated by evaporation under reduced pressure to give an oil, and the oil was dissolved in a mixture of 100 ml. of ethyl acetate and 100 ml. of water. The organic layer was separated, and the aqueous layer was extracted twice more with 50 ml. portions of fresh ethyl ace...